This data is from the Open Reaction Database (ORD), a public repository of structured organic reaction records. The task is: describe an organic reaction: reactants, conditions, products, and yield The reactants are C1CCOC1, CS(=O)(=O)c1ccc(N2CCc3c(Cl)ncnc32)c(F)c1, [H-], [Na+], O, CC(C)OC(=O)N1CCC(O)CC1. The product is CC(C)OC(=O)N1CCC(Oc2ncnc3c2CCN3c2ccc(S(C)(=O)=O)cc2F)CC1. RXN SMILES: [CH2:38]1[O:39][CH2:40][CH2:41][CH2:42]1.[Cl:16][c:17]1[c:18]2[c:19]([n:20][cH:21][n:22]1)[N:23]([c:26]1[c:27]([F:36])[cH:28][c:29]([S:32](=[O:33])(=[O:34])[CH3:35])[cH:30][cH:31]1)[CH2:24][CH2:25]2.[H-:2].[Na+:1].[OH2:37].[OH:3][CH:4]1[CH2:5][CH2:6][N:7]([C:10](=[O:11])[O:12][CH:13]([CH3:14])[CH3:15])[CH2:8][CH2:9]1>>[O:3]([CH:4]1[CH2:5][CH2:6][N:7]([C:10](=[O:11])[O:12][CH:13]([CH3:14])[CH3:15])[CH2:8][CH2:9]1)[c:17]1[c:18]2[c:19]([n:20][cH:21][n:22]1)[N:23]([c:26]1[c:27]([F:36])[cH:28][c:29]([S:32](=[O:33])(=[O:34])[CH3:35])[cH:30][cH:31]1)[CH2:24][CH2:25]2.